Dataset: the Open Reaction Database (ORD), a public repository of structured organic reaction records. Task: describe an organic reaction: reactants, conditions, products, and yield Starting materials: FC1=C(C=CC(=C1)N1C=C(C2=C(C=CC=C12)OCC1=CC=CC=C1)C)O (2-Fluoro-4-{3-methyl-4-[(phenylmethyl)oxy]-1H-indol-1-yl}phenol). Reagents/catalysts: [Pd] (Pd/C). The solvent is C(C)O (ethanol). The product is FC=1C=C(C=CC1O)N1C=C(C=2C(=CC=CC12)O)C (1-(3-Fluoro-4-hydroxyphenyl)-3-methyl-1H-indol-4-ol). Yield: 45.7%. Reaction SMILES: [F:1][C:2]1[CH:7]=[C:6]([N:8]2[C:16]3[C:11](=[C:12]([O:17]CC4C=CC=CC=4)[CH:13]=[CH:14][CH:15]=3)[C:10]([CH3:25])=[CH:9]2)[CH:5]=[CH:4][C:3]=1[OH:26]>C(O)C.[Pd]>[F:1][C:2]1[CH:7]=[C:6]([N:8]2[C:16]3[CH:15]=[CH:14][CH:13]=[C:12]([OH:17])[C:11]=3[C:10]([CH3:25])=[CH:9]2)[CH:5]=[CH:4][C:3]=1[OH:26]. Procedure details: A solution of 2-fluoro-4-{3-methyl-4-[(phenylmethyl)oxy]-1H-indol-1-yl}phenol (D2) (140 mg, 0.40 mmol) in ethanol (20 mL) was hydrogenated in an H-cube over a 10% Pd/C catalyst. The resulting solution was concentrated and the product purified by silica gel chromatography eluting with 5-50% ethyl acetate in hexane to yield the title compound (E2) (47 mg). Reactants: ClC=1C=C(N)C=CC1OC1=CC=NC2=CC(=C(C=C12)OC)OC (3-chloro-4-[(6,7-dimethoxy-4-quinolyl)oxy]aniline), ClC=1C=C(N)C=CC1OC1=CC=NC2=CC(=C(C=C12)OC)OC (3-chloro-4-[(6,7-dimethoxy-4-quinolyl)oxy]aniline), aldehyde, Sodium boron triacetoxyhydride, [La] (Lanthanum). Run in CC(=O)O.CN(C)C=O (AcOH DMF). Conditions: time 19 hour. The product is [La] (lanthanum), COC=1C=C2C(=CC=NC2=CC1OC)OC1=CC=C(N)C=C1 (4-[(6,7-dimethoxy-4-quinolyl)oxy]aniline). Reaction SMILES: Cl[C:2]1[CH:3]=[C:4]([CH:6]=[CH:7][C:8]=1[O:9][C:10]1[C:19]2[C:14](=[CH:15][C:16]([O:22][CH3:23])=[C:17]([O:20][CH3:21])[CH:18]=2)[N:13]=[CH:12][CH:11]=1)[NH2:5].[La:24]>CC(O)=O.CN(C=O)C>[La:24].[CH3:21][O:20][C:17]1[CH:18]=[C:19]2[C:14](=[CH:15][C:16]=1[O:22][CH3:23])[N:13]=[CH:12][CH:11]=[C:10]2[O:9][C:8]1[CH:7]=[CH:6][C:4]([NH2:5])=[CH:3][CH:2]=1 |f:2.3|. Procedure details: 4-[(6,7-Dimethoxy-4-quinolyl)oxy]aniline [starting compound A] (415 mg) was dissolved in 10 ml of a 1% AcOH/DMF solution to prepare a solution. Further, aldehyde linker lanthanum (D-series; 28 μmol/unit) (10 units) was added to the solution. The reaction mixture was slowly shaken for 19 hr. Sodium boron triacetoxyhydride (475 mg) was added thereto, and the mixture was further slowly shaken for 24 hr. Lanthanum was taken out of the reaction solution and was washed with alternate N,N-dimethylforma... The reactants are solution, B(Br)(Br)Br (boron tribromide), FC1=C(C=CC(=C1OC)F)C(C(O)(C(F)(F)F)CSCC)NC1=C2C=CC(=NC2=CC=C1)C (2,4-difluoro-α-[(ethylsulfanyl)methyl]-3-methoxy-β-[(2-methylquinolin-5-yl)amino]-α-(trifluoromethyl)benzeneethanol). Run in ClCCl (dichloromethane), ClCCl (dichloromethane). Reaction conditions: time 22 hour. Product: FC1=C(C=CC(=C1O)F)C(C(O)(C(F)(F)F)CSCC)NC1=C2C=CC(=NC2=CC=C1)C (2,4-Difluoro-α-[(ethylsulfanyl)methyl]-3-hydroxy-β-[(2-methylquinolin-5-yl)amino]-α-(trifluoromethyl)benzeneethanol). Reaction SMILES: [F:1][C:2]1[C:7]([O:8]C)=[C:6]([F:10])[CH:5]=[CH:4][C:3]=1[CH:11]([NH:22][C:23]1[CH:32]=[CH:31][CH:30]=[C:29]2[C:24]=1[CH:25]=[CH:26][C:27]([CH3:33])=[N:28]2)[C:12]([CH2:18][S:19][CH2:20][CH3:21])([C:14]([F:17])([F:16])[F:15])[OH:13].B(Br)(Br)Br>ClCCl>[F:1][C:2]1[C:7]([OH:8])=[C:6]([F:10])[CH:5]=[CH:4][C:3]=1[CH:11]([NH:22][C:23]1[CH:32]=[CH:31][CH:30]=[C:29]2[C:24]=1[CH:25]=[CH:26][C:27]([CH3:33])=[N:28]2)[C:12]([CH2:18][S:19][CH2:20][CH3:21])([C:14]([F:16])([F:15])[F:17])[OH:13]. Procedure details: Analogously to example 10 40 mg (0.08 mmol) 2,4-difluoro-α-[(ethylsulfanyl)methyl]-3-methoxy-β-[(2-methylquinolin-5-yl)amino]-α-(trifluoromethyl)benzeneethanol in 1.6 ml dichloromethane are treated with 0.8 ml of a 1 M solution of boron tribromide in dichloromethane at −20° C. The typical work up after 22 hours at room temperature and chromatography on silica gel (acetone in hexane 50%) yields 26 mg of the desired product. Reactants: C1(CC1)NC(=O)C=1C=CC(=C(C1)C=1C=C2C(=CN(C(C2=CC1)=O)CC1CC1)C(=O)OC)C (6-(5-(Cyclopropylcarbamoyl)-2-methylphenyl)-2-(cyclopropylmethyl)-1-oxo-1,2-dihydroisoquinoline-4-carboxylic acid, methyl ester), C(C)(=O)O (acetic acid), O (water), [OH-].[Na+] (sodium hydroxide). Solvent: CO (methanol). Run at time 30 minute. Product: C1(CC1)NC(=O)C=1C=CC(=C(C1)C=1C=C2C(=CN(C(C2=CC1)=O)CC1CC1)C(=O)O)C (6-(5-(Cyclopropylcarbamoyl)-2-methylphenyl)-2-(cyclopropylmethyl)-1-oxo-1,2-dihydroisoquinoline-4-carboxylic acid). RXN SMILES: [CH:1]1([NH:4][C:5]([C:7]2[CH:8]=[CH:9][C:10]([CH3:32])=[C:11]([C:13]3[CH:14]=[C:15]4[C:20](=[CH:21][CH:22]=3)[C:19](=[O:23])[N:18]([CH2:24][CH:25]3[CH2:27][CH2:26]3)[CH:17]=[C:16]4[C:28]([O:30]C)=[O:29])[CH:12]=2)=[O:6])[CH2:3][CH2:2]1.[OH-].[Na+].C(O)(=O)C.O>CO>[CH:1]1([NH:4][C:5]([C:7]2[CH:8]=[CH:9][C:10]([CH3:32])=[C:11]([C:13]3[CH:14]=[C:15]4[C:20](=[CH:21][CH:22]=3)[C:19](=[O:23])[N:18]([CH2:24][CH:25]3[CH2:27][CH2:26]3)[CH:17]=[C:16]4[C:28]([OH:30])=[O:29])[CH:12]=2)=[O:6])[CH2:3][CH2:2]1 |f:1.2|. Procedure: To a solution of the product of step iv) (1.5 g) in methanol (20 mL) at reflux was added sodium hydroxide (1N, 5.23 mL) and the solution stirred at this temperature for 30 min. The reaction mixture was treated with acetic acid (0.34 mL) and water and stirred overnight at room temperature. The solid was filtered and washed with methanol:water (1:1) then water. The solid was dried under vacuum at 60° C. to yield the sub-title compound (1.25 g). Starting materials: Br, CCCN(CCC)C1CCc2c(ccc(O)c2[N+](=O)[O-])C1, CCO. Yields the product Br, CCCN(CCC)C1CCc2c(ccc(O)c2NC=O)C1. RXN SMILES: [BrH:1].[CH2:2]([CH2:3][CH3:4])[N:5]([CH:6]1[CH2:7][c:8]2[cH:9][cH:10][c:11]([OH:19])[c:12]([N+:16]([O-:17])=[O:18])[c:13]2[CH2:14][CH2:15]1)[CH2:20][CH2:21][CH3:22].[CH3:23][CH2:24][OH:25]>>[BrH:1].[CH2:2]([CH2:3][CH3:4])[N:5]([CH:6]1[CH2:7][c:8]2[cH:9][cH:10][c:11]([OH:19])[c:12]([NH:16][CH:24]=[O:25])[c:13]2[CH2:14][CH2:15]1)[CH2:20][CH2:21][CH3:22].